From a dataset of the Open Reaction Database (ORD), a public repository of structured organic reaction records. describe an organic reaction: reactants, conditions, products, and yield Starting materials: C([O-])([O-])=O.[Na+].[Na+] (sodium carbonate), CC1=C(NC2=NC=NC3=C(C(=C(C=C23)OC)OC)OC)C=C(C=C1)[N+](=O)[O-] (4-(2-methyl-5-nitroanilino)-6,7,8-trimethoxyquinazoline), C(C)O (ethanol), C(C)(=O)O (acetic acid). The solvent is O (water). Run at time 18 hour. The product is NC=1C=CC(=C(NC2=NC=NC3=CC(=C(C=C23)OC)OC)C1)C (4-(5-amino-2-methylanilino)-6,7-dimethoxyquinazoline). RXN SMILES: [CH3:1][C:2]1[CH:24]=[CH:23][C:22]([N+:25]([O-])=O)=[CH:21][C:3]=1[NH:4][C:5]1[C:14]2[C:9](=[C:10](OC)[C:11]([O:17][CH3:18])=[C:12]([O:15][CH3:16])[CH:13]=2)[N:8]=[CH:7][N:6]=1.C(O)C.C(O)(=O)C.C(=O)([O-])[O-].[Na+].[Na+]>O>[NH2:25][C:22]1[CH:23]=[CH:24][C:2]([CH3:1])=[C:3]([CH:21]=1)[NH:4][C:5]1[C:14]2[C:9](=[CH:10][C:11]([O:17][CH3:18])=[C:12]([O:15][CH3:16])[CH:13]=2)[N:8]=[CH:7][N:6]=1 |f:3.4.5|. Reported procedure: Using similar procedures to those described in the last paragraph of the portion of Example 2 which is concerned with the preparation of starting materials, a solution of 4-(2-methyl-5-nitroanilino)-6,7,8-trimethoxyquinazoline in a 30:3:1 mixture of ethanol, acetic acid and water was reduced at 90° C. during 18 hours. Solid sodium carbonate was added after cooling. The filtrate was triturated with diethyl ether and the resultant residue was purified by column chromatography eluting with 2.5% met... Reaction SMILES: [C:12]1(=[O:22])[c:13]2[c:14]([cH:18][cH:19][cH:20][cH:21]2)[C:15](=[O:16])[O:17]1.[CH3:23][C:24](=[O:25])[OH:26].[N+:1](=[O:2])([O-:3])[c:4]1[cH:5][cH:6][c:7]([NH2:11])[c:8]([OH:10])[cH:9]1>>[N+:1](=[O:2])([O-:3])[c:4]1[cH:5][cH:6][c:7]([N:11]2[C:12](=[O:17])[c:13]3[c:14]([cH:18][cH:19][cH:20][cH:21]3)[C:15]2=[O:16])[c:8]([OH:10])[cH:9]1. Starting materials: O=C1OC(=O)c2ccccc21, CC(=O)O, Nc1ccc([N+](=O)[O-])cc1O. The product is O=C1c2ccccc2C(=O)N1c1ccc([N+](=O)[O-])cc1O. Starting materials: CCSC1=NC(=O)C(=Cc2ccc3c(cnn3Cc3ccc(Cl)cc3C(F)(F)F)c2)S1, OCCN1CCCNCC1. The product is O=C1N=C(N2CCCN(CCO)CC2)SC1=Cc1ccc2c(cnn2Cc2ccc(Cl)cc2C(F)(F)F)c1. RXN SMILES: [Cl:1][c:2]1[cH:3][c:4]([C:28]([F:29])([F:30])[F:31])[c:5]([CH2:6][n:7]2[n:8][cH:9][c:10]3[cH:11][c:12]([CH:16]=[C:17]4[C:18](=[O:25])[N:19]=[C:20]([S:22][CH2:23][CH3:24])[S:21]4)[cH:13][cH:14][c:15]23)[cH:26][cH:27]1.[N:32]1([CH2:39][CH2:40][OH:41])[CH2:33][CH2:34][NH:35][CH2:36][CH2:37][CH2:38]1>>[Cl:1][c:2]1[cH:3][c:4]([C:28]([F:29])([F:30])[F:31])[c:5]([CH2:6][n:7]2[n:8][cH:9][c:10]3[cH:11][c:12]([CH:16]=[C:17]4[C:18](=[O:25])[N:19]=[C:20]([N:35]5[CH2:34][CH2:33][N:32]([CH2:39][CH2:40][OH:41])[CH2:38][CH2:37][CH2:36]5)[S:21]4)[cH:13][cH:14][c:15]23)[cH:26][cH:27]1. The reactants are C#COc1ccccc1C(=O)NCC1(c2ccccc2)CCC(C(=O)OC)CC1, CO, Cl, [Li+], [OH-], O, O. Yields the product C#COc1ccccc1C(=O)NCC1(c2ccccc2)CCC(C(=O)O)CC1. RXN SMILES: [CH3:1][O:2][C:3](=[O:4])[CH:5]1[CH2:6][CH2:7][C:8]([CH2:11][NH:12][C:13](=[O:14])[c:15]2[c:16]([O:21][C:22]#[CH:23])[cH:17][cH:18][cH:19][cH:20]2)([c:24]2[cH:25][cH:26][cH:27][cH:28][cH:29]2)[CH2:9][CH2:10]1.[CH3:35][OH:36].[ClH:34].[Li+:32].[OH-:31].[OH2:30].[OH2:33]>>[O:2]=[C:3]([OH:4])[CH:5]1[CH2:6][CH2:7][C:8]([CH2:11][NH:12][C:13](=[O:14])[c:15]2[c:16]([O:21][C:22]#[CH:23])[cH:17][cH:18][cH:19][cH:20]2)([c:24]2[cH:25][cH:26][cH:27][cH:28][cH:29]2)[CH2:9][CH2:10]1. The reactants are CCN(CC)CCc1ccc2cc[nH]c2c1, Cc1ccccc1, [H-], CC(C)I, [K+], [K+], [Na+], O=C([O-])[O-], CN(C)C=O. Yields the product CCN(CC)CCc1ccc2ccn(C(C)C)c2c1. As a reaction SMILES: [CH2:1]([CH3:2])[N:3]([CH2:4][CH2:5][c:6]1[cH:7][cH:8][c:9]2[cH:10][cH:11][nH:12][c:13]2[cH:14]1)[CH2:15][CH3:16].[CH3:34][c:35]1[cH:36][cH:37][cH:38][cH:39][cH:40]1.[H-:22].[I:17][CH:18]([CH3:19])[CH3:20].[K+:23].[K+:24].[Na+:21].[O-:25][C:26]([O-:27])=[O:28].[O:29]=[CH:30][N:31]([CH3:32])[CH3:33]>>[CH2:1]([CH3:2])[N:3]([CH2:4][CH2:5][c:6]1[cH:7][cH:8][c:9]2[cH:10][cH:11][n:12]([CH:18]([CH3:19])[CH3:20])[c:13]2[cH:14]1)[CH2:15][CH3:16]. The reactants are CON=C1COC2=CN=CC=C21 (furo[2,3-c]pyridin-3(2H)-one O-methyl oxime), ClC1=CC(=CC=C1)C(=O)OO (3-chloroperbenzoic acid). Run in C(Cl)Cl (DCM), C(Cl)Cl (DCM). Reaction conditions: time 8 hour. The product is CON=C1COC2=C[N+](=CC=C21)[O-] (3-(methoxyimino)-2,3-dihydrofuro[2,3-c]pyridine 6-oxide). As a reaction SMILES: [CH3:1][O:2][N:3]=[C:4]1[C:12]2[C:7](=[CH:8][N:9]=[CH:10][CH:11]=2)[O:6][CH2:5]1.ClC1C=CC=C(C(OO)=[O:21])C=1>C(Cl)Cl>[CH3:1][O:2][N:3]=[C:4]1[C:12]2[C:7](=[CH:8][N+:9]([O-:21])=[CH:10][CH:11]=2)[O:6][CH2:5]1. Reported procedure: To a solution of furo[2,3-c]pyridin-3(2H)-one O-methyl oxime (5.35 mmol) (A.2.4.4) in 15 mL DCM was added 3-chloroperbenzoic acid (16.0 mmol). The mixture was stirred at RT overnight, diluted with 20 mL DCM and extracted with sat. aq. NaHCO3 solution (2×), with sat. aq. Na2S2O3 solution (2×) and brine. The combined organic layers were dried over MgSO4 and concentrated in vacuo to give the desired product as yellow solid; The reactants are BrCc1cccc(Br)c1, C[S-], [Na+], CN(C)C=O, O. Yields the product CSCc1cccc(Br)c1. As a reaction SMILES: [Br:9][c:10]1[cH:11][c:12]([CH2:16][Br:17])[cH:13][cH:14][cH:15]1.[CH3:1][S-:2].[Na+:3].[O:4]=[CH:5][N:6]([CH3:7])[CH3:8].[OH2:18]>>[CH3:1][S:2][CH2:16][c:12]1[cH:11][c:10]([Br:9])[cH:15][cH:14][cH:13]1. Reactants: CCCSc1nc2ccc(OCCCCCC(=O)OC)cc2n1-c1ccc(C)cc1, O=C(OO)c1cccc(Cl)c1, ClCCl, [Na+], [Na+], O=S([O-])OS(=O)[O-]. Yields the product CCCS(=O)c1nc2ccc(OCCCCCC(=O)OC)cc2n1-c1ccc(C)cc1. As a reaction SMILES: [CH3:1][O:2][C:3]([CH2:4][CH2:5][CH2:6][CH2:7][CH2:8][O:9][c:10]1[cH:11][cH:12][c:13]2[c:14]([n:15](-[c:22]3[cH:23][cH:24][c:25]([CH3:28])[cH:26][cH:27]3)[c:16]([S:18][CH2:19][CH2:20][CH3:21])[n:17]2)[cH:29]1)=[O:30].[Cl:31][c:32]1[cH:33][cH:34][cH:35][c:36]([C:37]([O:38][OH:40])=[O:39])[cH:41]1.[Cl:51][CH2:52][Cl:53].[Na+:49].[Na+:50].[S:42]([O:43][S:44]([O-:45])=[O:46])([O-:47])=[O:48]>>[CH3:1][O:2][C:3]([CH2:4][CH2:5][CH2:6][CH2:7][CH2:8][O:9][c:10]1[cH:11][cH:12][c:13]2[c:14]([n:15](-[c:22]3[cH:23][cH:24][c:25]([CH3:28])[cH:26][cH:27]3)[c:16]([S:18]([CH2:19][CH2:20][CH3:21])=[O:39])[n:17]2)[cH:29]1)=[O:30].